Dataset: the Open Reaction Database (ORD), a public repository of structured organic reaction records. Task: describe an organic reaction: reactants, conditions, products, and yield The reactants are [Si](C)(C)(C(C)(C)C)O[C@H]1C[C@@H](CC2=CC=C3[C@@H]4CC=C([C@H](C)O)[C@]4(CC[C@@H]3[C@@]12C)C)O[Si](C)(C)C(C)(C)C (1α,3β-bis(tert-butyldimethylsilyloxy)-20(S)-hydroxypregna-5,7,16-triene), [H-].[Na+] (sodium hydride), C1COCCOCCOCCOCCO1 (15-crown-5), BrC\C=C/C(C)(O[Si](CC)(CC)CC)C ((Z)-1-bromo-4-methyl-4-triethylsilyloxy-2-pentene). Solvent: O1CCCC1 (tetrahydrofuran). The product is [Si](C)(C)(C(C)(C)C)O[C@H]1C[C@@H](CC2=CC=C3[C@@H]4CC=C([C@H](C)OC\C=C/C(C)(O[Si](CC)(CC)CC)C)[C@]4(CC[C@@H]3[C@@]12C)C)O[Si](C)(C)C(C)(C)C (1α,3β-bis(tert-butyldimethylsilyloxy)-20(S)-{(Z)-(4-methyl-4-triethylsilyloxy-2-pentenyloxy)}pregna-5,7,16-triene). Isolated yield 97.8%. RXN SMILES: [Si:1]([O:8][C@@H:9]1[C@@:28]2([CH3:29])[C:13](=[CH:14][CH:15]=[C:16]3[C@@H:27]2[CH2:26][CH2:25][C@@:24]2([CH3:30])[C@H:17]3[CH2:18][CH:19]=[C:20]2[C@@H:21]([OH:23])[CH3:22])[CH2:12][C@@H:11]([O:31][Si:32]([C:35]([CH3:38])([CH3:37])[CH3:36])([CH3:34])[CH3:33])[CH2:10]1)([C:4]([CH3:7])([CH3:6])[CH3:5])([CH3:3])[CH3:2].[H-].[Na+].C1OCCOCCOCCOCCOC1.Br[CH2:57]/[CH:58]=[CH:59]\[C:60]([CH3:70])([O:62][Si:63]([CH2:68][CH3:69])([CH2:66][CH3:67])[CH2:64][CH3:65])[CH3:61]>O1CCCC1>[Si:1]([O:8][C@@H:9]1[C@@:28]2([CH3:29])[C:13](=[CH:14][CH:15]=[C:16]3[C@@H:27]2[CH2:26][CH2:25][C@@:24]2([CH3:30])[C@H:17]3[CH2:18][CH:19]=[C:20]2[C@@H:21]([O:23][CH2:57]/[CH:58]=[CH:59]\[C:60]([CH3:70])([O:62][Si:63]([CH2:66][CH3:67])([CH2:68][CH3:69])[CH2:64][CH3:65])[CH3:61])[CH3:22])[CH2:12][C@@H:11]([O:31][Si:32]([C:35]([CH3:37])([CH3:36])[CH3:38])([CH3:33])[CH3:34])[CH2:10]1)([C:4]([CH3:7])([CH3:6])[CH3:5])([CH3:3])[CH3:2] |f:1.2|. Reported procedure: Under the same conditions as in Example 83, 1α,3β-bis(tert-butyldimethylsilyloxy)-20(S)-hydroxypregna-5,7,16-triene (60.0 mg, 0.107 mmol), sodium hydride (60%, 17.1 mg, 0.428 mmol), 15-crown-5 (10 μl) and (Z)-1-bromo-4-methyl-4-triethylsilyloxy-2-pentene (125 mg, 0.428 mmol) were reacted in tetrahydrofuran (1 ml) and worked up, and then the residue was purified by preparative thin layer chromatography (0.5 mm×2, hexane:ethyl acetate=30:1, developed once) to give the title compound as a colorless... Starting materials: Br[Mg]c1ccccc1, C1CCOC1, CCOC(C)=O, Cc1csc(Nc2cc(C=O)ccn2)n1. Product: Cc1csc(Nc2cc(C(O)c3ccccc3)ccn2)n1. As a reaction SMILES: [Br:1][Mg:2][c:3]1[cH:4][cH:5][cH:6][cH:7][cH:8]1.[CH2:30]1[O:31][CH2:32][CH2:33][CH2:34]1.[CH3:24][CH2:25][O:26][C:27](=[O:28])[CH3:29].[CH3:9][c:10]1[n:11][c:12]([NH:15][c:16]2[cH:17][c:18]([CH:19]=[O:20])[cH:21][cH:22][n:23]2)[s:13][cH:14]1>>[c:3]1([CH:19]([c:18]2[cH:17][c:16]([NH:15][c:12]3[n:11][c:10]([CH3:9])[cH:14][s:13]3)[n:23][cH:22][cH:21]2)[OH:20])[cH:4][cH:5][cH:6][cH:7][cH:8]1.